Task: describe an organic reaction: reactants, conditions, products, and yield. Dataset: the Open Reaction Database (ORD), a public repository of structured organic reaction records The reactants are ClC1=CC=NC2=CC(=C(C=C12)OC)O (4-chloro-6-methoxyquinolin-7-ol), ClCCCN1CCOCC1 (4-(3-chloropropyl)morpholine), C([O-])([O-])=O.[K+].[K+] (potassium carbonate). Run in O (H2O), CN(C)C=O (DMF). Run at temperature 90 celsius. Product: ClC1=CC=NC2=CC(=C(C=C12)OC)OCCCN1CCOCC1 (4-chloro-6-methoxy-7-(3-morpholinopropoxy)quinoline). As a reaction SMILES: [Cl:1][C:2]1[C:11]2[C:6](=[CH:7][C:8]([OH:14])=[C:9]([O:12][CH3:13])[CH:10]=2)[N:5]=[CH:4][CH:3]=1.Cl[CH2:16][CH2:17][CH2:18][N:19]1[CH2:24][CH2:23][O:22][CH2:21][CH2:20]1.C(=O)([O-])[O-].[K+].[K+]>CN(C=O)C.O>[Cl:1][C:2]1[C:11]2[C:6](=[CH:7][C:8]([O:14][CH2:16][CH2:17][CH2:18][N:19]3[CH2:24][CH2:23][O:22][CH2:21][CH2:20]3)=[C:9]([O:12][CH3:13])[CH:10]=2)[N:5]=[CH:4][CH:3]=1 |f:2.3.4|. Reported procedure: To a solution of 4-chloro-6-methoxyquinolin-7-ol (1.0 g, 4.77 mmol) and 4-(3-chloropropyl)morpholine (0.86 g, 5.25 mmol)in DMF (9.5 mL), was added potassium carbonate (2.0 g, 14.3 mmol). The mixture was heated to 90° C. for 15 h. After cooling RT, the mixture was diluted with H2O (30 mL). The mixture was extracted with EtOAc (3×25 mL) and the organic extracts were washed with H2O and brine. The organic phase was dried over MgSO4, filtered, and concentrated in vacuo. The resulting residue was pur... The reactants are BrC=1C(=C(C(=CC1)Cl)O)F (3-bromo-6-chloro-2-fluorophenol), ClC(C(=O)[O-])(F)F.[Na+] (sodium chlorodifluoroacetate), C([O-])([O-])=O.[K+].[K+] (potassium carbonate), O (water). Run in CN(C=O)C (dimethylformamide). Run at temperature 100 celsius, time 8 hour. Product: BrC1=C(C(=C(C=C1)Cl)OC(F)F)F (1-bromo-4-chloro-2-fluoro-3-difluoromethoxybenzene). RXN SMILES: [Br:1][C:2]1[C:3]([F:10])=[C:4]([OH:9])[C:5]([Cl:8])=[CH:6][CH:7]=1.Cl[C:12]([F:17])([F:16])C([O-])=O.[Na+].C(=O)([O-])[O-].[K+].[K+].O>CN(C)C=O>[Br:1][C:2]1[CH:7]=[CH:6][C:5]([Cl:8])=[C:4]([O:9][CH:12]([F:17])[F:16])[C:3]=1[F:10] |f:1.2,3.4.5|. Procedure: To a solution of 3-bromo-6-chloro-2-fluorophenol (1.00 g, 4.44 mmol) and sodium chlorodifluoroacetate in dimethylformamide (DMF; 9 mL) was added potassium carbonate (1.22 g, 5.32 mmol) and water (1.77 mL) and the resulting mixture heated to 100° C. for 4 hours. The solution was cooled to ambient temperature and concentrated hyrdrochlroric acid (2.5 mL) and water (4 mL) were added and stirred at ambient temperature overnight. The solution was cooled in an ice bath and neutralized with 2N sodium h... Reactants: C(C1=CC(C(=O)OC)=CC=C1)(=O)OC (Dimethyl isophthalate), ester, ester, OCCOC(CCCCC(=O)OCCO)=O (bis(hydroxyethyl)adipate), [Sb]#[Sb] (diantimony). The reagents and catalysts are C(C)(=O)[O-].[Mn+2].C(C)(=O)[O-] (manganese acetate). The solvent is C(CO)O (ethylene glycol). Conditions: time 6 hour. The product is C1(C2=CC(C(=O)OCCO1)=CC=C2)=O (ethylene isophthalate). Reaction SMILES: [C:1]([O:13][CH3:14])(=[O:12])[C:2]1[CH:11]=[CH:10][CH:9]=[C:4]([C:5]([O:7][CH3:8])=[O:6])[CH:3]=1.[Sb]#[Sb].OCCOC(=O)CCCCC(OCCO)=O>C([O-])(=O)C.[Mn+2].C([O-])(=O)C.C(O)CO>[C:5]1(=[O:6])[O:7][CH2:8][CH2:14][O:13][C:1](=[O:12])[C:2]2=[CH:11][CH:10]=[CH:9][C:4]1=[CH:3]2 |f:3.4.5|. Procedure details: Dimethyl isophthalate, 1.37 kg, and ethylene glycol, 0.92 kg, were charged into a reactor together with an ester exchange catalyst which was a mixture of 2.05 g manganese acetate and 1.35 g diantimony trixoide. The ester exchange reaction was carried out as described in Example 1, and 3.29 kg of bis(hydroxyethyl)adipate was added to the product thus obtained. The polymerization was carried out at 265°C. at 1 mm Hg pressure for 6 hours to provide a poly(ethylene isophthalate/adiphate) having a mo...